Dataset: the Open Reaction Database (ORD), a public repository of structured organic reaction records. Task: describe an organic reaction: reactants, conditions, products, and yield Reactants: O=C([O-])[O-], CCOC(=O)C(C)(C)Oc1cccc(O)c1, [Cs+], [Cs+], CN(C)C=O, Cc1ccc(S(=O)(=O)OCCc2nc(-c3ccc(-c4ccccc4)cc3)oc2C)cc1. Product: CCOC(=O)C(C)(C)Oc1cccc(OCCc2nc(-c3ccc(-c4ccccc4)cc3)oc2C)c1. As a reaction SMILES: [C:48](=[O:49])([O-:50])[O-:51].[CH2:32]([CH3:33])[O:34][C:35]([C:36]([CH3:37])([CH3:38])[O:39][c:40]1[cH:41][c:42]([OH:46])[cH:43][cH:44][cH:45]1)=[O:47].[Cs+:52].[Cs+:53].[O:54]=[CH:55][N:56]([CH3:57])[CH3:58].[c:1]1(-[c:26]2[cH:27][cH:28][cH:29][cH:30][cH:31]2)[cH:2][cH:3][c:4](-[c:7]2[o:8][c:9]([CH3:25])[c:10]([CH2:12][CH2:13][O:14][S:15]([c:16]3[cH:17][cH:18][c:19]([CH3:20])[cH:21][cH:22]3)(=[O:23])=[O:24])[n:11]2)[cH:5][cH:6]1>>[c:1]1(-[c:26]2[cH:27][cH:28][cH:29][cH:30][cH:31]2)[cH:2][cH:3][c:4](-[c:7]2[o:8][c:9]([CH3:25])[c:10]([CH2:12][CH2:13][O:46][c:42]3[cH:41][c:40]([O:39][C:36]([C:35]([O:34][CH2:32][CH3:33])=[O:47])([CH3:37])[CH3:38])[cH:45][cH:44][cH:43]3)[n:11]2)[cH:5][cH:6]1. Reactants: N1(C=NC=2C=NC=3C=CC=CC3C21)C2=CC=C(C=C2)CC#N ((4-imidazo[4,5-c]quinolin-1-yl-phenyl)-acetonitrile). Reagents/catalysts: [Ni] (Ni). Run in N (NH3), CO.C1CCOC1 (methanol THF). The product is N1(C=NC=2C=NC=3C=CC=CC3C21)C2=CC=C(C=C2)CCN (2-(4-Imidazo[4,5-c]quinolin-1-yl-phenyl)-ethylamine). RXN SMILES: [N:1]1([C:14]2[CH:19]=[CH:18][C:17]([CH2:20][C:21]#[N:22])=[CH:16][CH:15]=2)[C:13]2[C:12]3[CH:11]=[CH:10][CH:9]=[CH:8][C:7]=3[N:6]=[CH:5][C:4]=2[N:3]=[CH:2]1>N.CO.C1COCC1.[Ni]>[N:1]1([C:14]2[CH:19]=[CH:18][C:17]([CH2:20][CH2:21][NH2:22])=[CH:16][CH:15]=2)[C:13]2[C:12]3[CH:11]=[CH:10][CH:9]=[CH:8][C:7]=3[N:6]=[CH:5][C:4]=2[N:3]=[CH:2]1 |f:2.3|. Reported procedure: 1.3 g (4.6 mmol) of (4-imidazo[4,5-c]quinolin-1-yl-phenyl)-acetonitrile (Example 8) and 0.7 g Raney-Ni in 220 ml 10% NH3 in methanol/THF 1:1 are hydrogenated for 6 h at 45° C. and 1.012 bar. The catalyst is filtered off and washed with methanol. The solvent is partially evaporated and diethyl ether is added. The precipitated material is filtered off and discarded. The mother liquor is concentrated to dryness and the title compound is isolated as colorless crystals. MS: 289 (M++1); HPLC: tret=7.5... Starting materials: CN1CCC(O)(c2ccccc2Cc2ccccc2)CC1, CS(C)=O, O=CO, [Na+], [OH-], O. Yields the product CN1CC=C(c2ccccc2Cc2ccccc2)CC1. RXN SMILES: [CH3:1][N:2]1[CH2:3][CH2:4][C:5]([OH:8])([c:9]2[c:10]([CH2:15][c:16]3[cH:17][cH:18][cH:19][cH:20][cH:21]3)[cH:11][cH:12][cH:13][cH:14]2)[CH2:6][CH2:7]1.[CH3:27][S:28]([CH3:29])=[O:30].[CH:24]([OH:25])=[O:26].[Na+:23].[OH-:22].[OH2:31]>>[CH3:1][N:2]1[CH2:3][CH:4]=[C:5]([c:9]2[c:10]([CH2:15][c:16]3[cH:17][cH:18][cH:19][cH:20][cH:21]3)[cH:11][cH:12][cH:13][cH:14]2)[CH2:6][CH2:7]1. Starting materials: ice water, ClC=1C=C2C(C(=COC2=CC1)I)=O (6-chloro-3-iodochromone), N1N=CC=C1 (pyrazole), C([O-])([O-])=O.[K+].[K+] (potassium carbonate). Solvent: CN(C=O)C (dimethylformamide). Product: N1N=C(C=C1)C=1OC2=CC=C(C=C2C(C1)=O)Cl (2-pyrazolyl-6-chlorochromone). The yield is 34.0%. As a reaction SMILES: [Cl:1][C:2]1[CH:3]=[C:4]2[C:9](=[CH:10][CH:11]=1)[O:8][CH:7]=[C:6](I)[C:5]2=[O:13].[NH:14]1[CH:18]=[CH:17][CH:16]=[N:15]1.C(=O)([O-])[O-].[K+].[K+]>CN(C)C=O>[NH:14]1[CH:18]=[CH:17][C:16]([C:7]2[O:8][C:9]3[C:4]([C:5](=[O:13])[CH:6]=2)=[CH:3][C:2]([Cl:1])=[CH:11][CH:10]=3)=[N:15]1 |f:2.3.4|. Reported procedure: A mixture of 6-chloro-3-iodochromone (153 mg) prepared in Example 28, pyrazole (136 mg), potassium carbonate (1382 mg), and dimethylformamide (15 ml) was reacted at 80° C. for 2 hours with stirring. The reaction mixture was added to ice water and extracted from chloroform. The organic layer was dried over anhydrous sodium sulfate, and concentrated under reduced pressure. The residue was purifiedby the silica gel column chromatography, and recrystallized from benzene/hexane to give the titled com... Starting materials: O=C([O-])O, C=[N+]1CCOCC1, [Cl-], NC(=O)c1cn(-c2ccc(F)cc2)c2cc(-c3ccncc3)ccc2c1=O, [Na+], CN(C)C=O, O. Yields the product O=C(NCN1CCOCC1)c1cn(-c2ccc(F)cc2)c2cc(-c3ccncc3)ccc2c1=O. RXN SMILES: [C:41](=[O:42])([OH:43])[O-:44].[CH2:29]=[N+:30]1[CH2:31][CH2:32][O:33][CH2:34][CH2:35]1.[Cl-:28].[F:1][c:2]1[cH:3][cH:4][c:5](-[n:8]2[cH:9][c:10]([C:25](=[O:26])[NH2:27])[c:11](=[O:24])[c:12]3[cH:13][cH:14][c:15](-[c:18]4[cH:19][cH:20][n:21][cH:22][cH:23]4)[cH:16][c:17]23)[cH:6][cH:7]1.[Na+:45].[O:36]=[CH:37][N:38]([CH3:39])[CH3:40].[OH2:46]>>[F:1][c:2]1[cH:3][cH:4][c:5](-[n:8]2[cH:9][c:10]([C:25](=[O:26])[NH:27][CH2:29][N:30]3[CH2:31][CH2:32][O:33][CH2:34][CH2:35]3)[c:11](=[O:24])[c:12]3[cH:13][cH:14][c:15](-[c:18]4[cH:19][cH:20][n:21][cH:22][cH:23]4)[cH:16][c:17]23)[cH:6][cH:7]1. The reactants are COc1cccc(OC)c1C=CC=O, CCO, CCO, CCO, [Cl-], CCOC(=O)CN=[N+]=[N-], [NH4+], [Na]. Product: CCOC(=O)C(=CC=Cc1c(OC)cccc1OC)N=[N+]=[N-]. As a reaction SMILES: [CH3:1][O:2][c:3]1[c:4]([CH:11]=[CH:12][CH:13]=[O:14])[c:5]([O:9][CH3:10])[cH:6][cH:7][cH:8]1.[CH3:27][CH2:28][OH:29].[CH3:30][CH2:31][OH:32].[CH3:33][CH2:34][OH:35].[Cl-:25].[N:15](=[N+:16]=[N-:17])[CH2:18][C:19](=[O:20])[O:21][CH2:22][CH3:23].[NH4+:26].[Na:24]>>[CH3:1][O:2][c:3]1[c:4]([CH:11]=[CH:12][CH:13]=[C:18]([N:15]=[N+:16]=[N-:17])[C:19](=[O:20])[O:21][CH2:22][CH3:23])[c:5]([O:9][CH3:10])[cH:6][cH:7][cH:8]1. The reactants are C1CCC2=CC(=CC=C12)NC1CCN(CC1)CC1=CC(=NC=C1)C1=CC(=C(C(=C1)OC)OC)OC (4-(5-Indanylamino)-1-[[2-(3,4,5-trimethoxyphenyl)pyridin-4-yl]methyl]piperidine), COC=1C=C(C=C(C1OC)OC)C1=CC=C(CCl)C=C1 (4-(3,4,5-trimethoxyphenyl)benzyl chloride). Product: Cl.Cl.C1CCC2=CC(=CC=C12)N(CC1=CC=C(C=C1)C1=CC(=C(C(=C1)OC)OC)OC)C1CCN(CC1)CC1=CC(=NC=C1)C1=CC(=C(C(=C1)OC)OC)OC (4-[N-(Indan-5-yl)-N-[4-(3,4,5-trimethoxyphenyl)benzyl]amino]-1-[[2-(3,4,5-trimethoxyphenyl)pyridin-4-yl]methyl]piperidine Dihydrochloride). As a reaction SMILES: [CH2:1]1[C:9]2[C:4](=[CH:5][C:6]([NH:10][CH:11]3[CH2:16][CH2:15][N:14]([CH2:17][C:18]4[CH:23]=[CH:22][N:21]=[C:20]([C:24]5[CH:29]=[C:28]([O:30][CH3:31])[C:27]([O:32][CH3:33])=[C:26]([O:34][CH3:35])[CH:25]=5)[CH:19]=4)[CH2:13][CH2:12]3)=[CH:7][CH:8]=2)[CH2:3][CH2:2]1.[CH3:36][O:37][C:38]1[CH:39]=[C:40]([C:48]2[CH:55]=[CH:54][C:51]([CH2:52][Cl:53])=[CH:50][CH:49]=2)[CH:41]=[C:42]([O:46][CH3:47])[C:43]=1[O:44][CH3:45]>>[ClH:53].[ClH:53].[CH2:1]1[C:9]2[C:4](=[CH:5][C:6]([N:10]([CH:11]3[CH2:12][CH2:13][N:14]([CH2:17][C:18]4[CH:23]=[CH:22][N:21]=[C:20]([C:24]5[CH:29]=[C:28]([O:30][CH3:31])[C:27]([O:32][CH3:33])=[C:26]([O:34][CH3:35])[CH:25]=5)[CH:19]=4)[CH2:15][CH2:16]3)[CH2:52][C:51]3[CH:54]=[CH:55][C:48]([C:40]4[CH:41]=[C:42]([O:46][CH3:47])[C:43]([O:44][CH3:45])=[C:38]([O:37][CH3:36])[CH:39]=4)=[CH:49][CH:50]=3)=[CH:7][CH:8]=2)[CH2:3][CH2:2]1 |f:2.3.4|. Reported procedure: 4-(5-Indanylamino)-1-[[2-(3,4,5-trimethoxyphenyl)pyridin-4-yl]methyl]piperidine (143 mg) and 4-(3,4,5-trimethoxyphenyl)benzyl chloride (114 mg) were condensed in the same manner as described in Example 9. The title compound was obtained as yellow powder after converting a free base to a dihydrochloride. The reactants are C1(CC1)C1=CC=C(C=C1)NC(COC)=O (N-(4-cyclopropylphenyl)-2-methoxyacetamide), [H-].[H-].[H-].[H-].[Li+].[Al+3] (LAH). The solvent is O (water), CCOC(=O)C (EtOAc), C1CCOC1 (THF). Conditions: time 2 hour. Yields the product C1(CC1)C1=CC=C(NCCOC)C=C1 (4-cyclopropyl-N-(2-methoxyethyl)aniline). Yield: 79.0%. RXN SMILES: [CH:1]1([C:4]2[CH:9]=[CH:8][C:7]([NH:10][C:11](=O)[CH2:12][O:13][CH3:14])=[CH:6][CH:5]=2)[CH2:3][CH2:2]1.[H-].[H-].[H-].[H-].[Li+].[Al+3]>C1COCC1.O.CCOC(C)=O>[CH:1]1([C:4]2[CH:9]=[CH:8][C:7]([NH:10][CH2:11][CH2:12][O:13][CH3:14])=[CH:6][CH:5]=2)[CH2:3][CH2:2]1 |f:1.2.3.4.5.6|. Procedure: To a solution of this N-(4-cyclopropylphenyl)-2-methoxyacetamide in THF (20 mL) was added LAH (5.0 mL, 2.4 M in THF, 12 mmol) at 0° C. The reaction was stirred at r.t. for 2 h. The solution was diluted with water (0.5 mL) and EtOAc (30 mL), dried (Na2SO4), and concentrated. Purification by silica gel chromatography (0% to 15% MeOH/DCM) gave 912 mg (79%) of the title compound as a yellow oil. [M+H] Calc'd for C12H17NO, 192. Found, 192. Starting materials: ON=CC1=CC=C(C=C1)NC(=O)NCC(=O)OC1=CC=CC=C1 (N-[4-(hydroxyiminomethyl)phenyl]-N'-phenoxycarbonylmethylurea), C[O-].[Na+] (sodium methoxide), C(C=C)Br (allyl bromide). The solvent is O (water). The product is N-[4-allyloxyiminomethyl)phenyl, O(C1=CC=CC=C1)C(=O)CNC(N)=O (N'-phenoxycarbonylmethylurea). Reaction SMILES: ON=CC1C=CC([NH:10][C:11]([NH:13][CH2:14][C:15]([O:17][C:18]2[CH:23]=[CH:22][CH:21]=[CH:20][CH:19]=2)=[O:16])=[O:12])=CC=1.C[O-].[Na+].C(Br)C=C>O>[O:17]([C:15]([CH2:14][NH:13][C:11](=[O:12])[NH2:10])=[O:16])[C:18]1[CH:19]=[CH:20][CH:21]=[CH:22][CH:23]=1 |f:1.2|. Procedure details: A solution of N-[4-(hydroxyiminomethyl)phenyl]-N'-phenoxycarbonylmethylurea in 25% methanolic sodium methoxide (1.0 equivalent) is treated at room temperature with 1.1 equivalent of allyl bromide. The reaction mixture is stirred until the temperature falls to about 20° C. The reaction mixture is then poured into cold water and extracted with diethyl ether. The ether solution is dried over MgSO4 and filtered, and the solvent is removed by rotary evaporator to yield the corresponding N-[4-allyloxy... The reactants are O=C([O-])[O-], CCC(C)=O, CN(C)C=O, Clc1ncccn1, Cn1nc(-c2cc(O)c(Cl)cc2F)c(Cl)c1SC(F)F, [K+], [K+]. The product is Cn1nc(-c2cc(Oc3ncccn3)c(Cl)cc2F)c(Cl)c1SC(F)F. As a reaction SMILES: [C:28](=[O:29])([O-:30])[O-:31].[CH2:39]([C:40]([CH3:41])=[O:42])[CH3:43].[CH3:34][N:35]([CH3:36])[CH:37]=[O:38].[Cl:1][c:2]1[n:3][cH:4][cH:5][cH:6][n:7]1.[Cl:8][c:9]1[c:10]([OH:27])[cH:11][c:12](-[c:16]2[n:17][n:18]([CH3:26])[c:19]([S:22][CH:23]([F:24])[F:25])[c:20]2[Cl:21])[c:13]([F:15])[cH:14]1.[K+:32].[K+:33]>>[c:2]1([O:27][c:10]2[c:9]([Cl:8])[cH:14][c:13]([F:15])[c:12](-[c:16]3[n:17][n:18]([CH3:26])[c:19]([S:22][CH:23]([F:24])[F:25])[c:20]3[Cl:21])[cH:11]2)[n:3][cH:4][cH:5][cH:6][n:7]1.